This data is from the Open Reaction Database (ORD), a public repository of structured organic reaction records. The task is: describe an organic reaction: reactants, conditions, products, and yield The reactants are CN(C)C=O, O=[N+]([O-])c1cc(Cl)ccc1Cl, [K+], [OH-], Sc1ccccc1. Product: O=[N+]([O-])c1cc(Cl)ccc1Sc1ccccc1. As a reaction SMILES: [CH3:21][N:22]([CH3:23])[CH:24]=[O:25].[Cl:10][c:11]1[c:12]([N+:18](=[O:19])[O-:20])[cH:13][c:14]([Cl:17])[cH:15][cH:16]1.[K+:2].[OH-:1].[SH:3][c:4]1[cH:5][cH:6][cH:7][cH:8][cH:9]1>>[S:3]([c:4]1[cH:5][cH:6][cH:7][cH:8][cH:9]1)[c:11]1[c:12]([N+:18](=[O:19])[O-:20])[cH:13][c:14]([Cl:17])[cH:15][cH:16]1.